Dataset: the Open Reaction Database (ORD), a public repository of structured organic reaction records. Task: describe an organic reaction: reactants, conditions, products, and yield Reactants: C(C)(=O)OC1=CC=2CC[C@H]3[C@@H]4CCC([C@@]4(C)C[C@@H]([C@@]3(C2C=C1)O)O)=O (3-Acetoxy-9α,11β -dihydroxy-oestra-1,3,5(10)-trien-17-one), CO (methanol), O (water), [Cr](=O)(=O)(O)O (chromic acid). The solvent is CC(=O)C (acetone). Reaction conditions: time 5 minute. Yields the product C(C)(=O)OC1=CC=2CC[C@H]3[C@@H]4CCC([C@@]4(C)CC([C@@]3(C2C=C1)O)=O)=O (3-Acetoxy-9α-hydroxy-oestra-1,3,5(10)-triene-11,17-dione). Isolated yield 36.0%. RXN SMILES: [C:1]([O:4][C:5]1[CH:22]=[CH:21][C:20]2[C@:19]3([OH:23])[C@H:10]([C@H:11]4[C@@:15]([CH2:17][C@@H:18]3[OH:24])([CH3:16])[C:14](=[O:25])[CH2:13][CH2:12]4)[CH2:9][CH2:8][C:7]=2[CH:6]=1)(=[O:3])[CH3:2].[Cr](O)(O)(=O)=O.CO.O>CC(C)=O>[C:1]([O:4][C:5]1[CH:22]=[CH:21][C:20]2[C@:19]3([OH:23])[C@H:10]([C@H:11]4[C@@:15]([CH2:17][C:18]3=[O:24])([CH3:16])[C:14](=[O:25])[CH2:13][CH2:12]4)[CH2:9][CH2:8][C:7]=2[CH:6]=1)(=[O:3])[CH3:2]. Procedure: 3-Acetoxy-9α,11β -dihydroxy-oestra-1,3,5(10)-trien-17-one (690 mg.) in acetone (30 ml) at 5° was treated dropwise with stirring with 8N chromic acid (1.0 ml). The solution was stirred for 5 mins. then methanol (1 ml), and water (30 ml) were added. The organic solvents were distilled off in vacuo and the steroid extracted into ethyl acetate. The organic solution was washed with dilute hydrochloric acid, then water, dried and the solvent was evaporated. The resulting gum was crystallised from meth... Reactants: NC(=S)N (Thiourea), FC=1C=C(CBr)C=CC1F (3,4-difluorobenzyl bromide), Cl (hydrochloric acid). Solvent: [OH-].[Na+] (sodium hydroxide), C(C)O (ethanol). Product: FC=1C=C(C=CC1F)CS ((3,4-difluorophenyl)methanethiol). Reaction SMILES: N[C:2](N)=[S:3].[F:5][C:6]1[CH:7]=[C:8]([CH:11]=[CH:12][C:13]=1[F:14])CBr.Cl>C(O)C.[OH-].[Na+]>[F:5][C:6]1[CH:7]=[C:8]([CH2:2][SH:3])[CH:11]=[CH:12][C:13]=1[F:14] |f:4.5|. Procedure details: Thiourea (5.0 g) was added to a solution of 3,4-difluorobenzyl bromide (13.6 g) in ethanol (100 ml). The mixture was heated at reflux for 3 h before removal of the volatiles in vacuo. The crude solid was suspended in aqueous sodium hydroxide solution (1.6M, 110 ml) and heated at reflux for 3 h before allowing to cool to room temperature. The reaction was acidified with concentrated hydrochloric acid and the organics extracted with ether (200 ml). The organic layer was washed with saturated sodiu... Starting materials: C, COC(=O)CCNC(=O)C1CCCN1C(=O)OCc1ccccc1, CO, [Pd]. Yields the product COC(=O)CCNC(=O)C1CCCN1. RXN SMILES: [C:27].[CH3:1][O:2][C:3]([CH2:4][CH2:5][NH:6][C:7]([CH:8]1[N:9]([C:13]([O:14][CH2:15][c:16]2[cH:17][cH:18][cH:19][cH:20][cH:21]2)=[O:22])[CH2:10][CH2:11][CH2:12]1)=[O:23])=[O:24].[CH3:25][OH:26].[Pd:28]>>[CH3:1][O:2][C:3]([CH2:4][CH2:5][NH:6][C:7]([CH:8]1[NH:9][CH2:10][CH2:11][CH2:12]1)=[O:23])=[O:24]. The reactants are COC(C1=CC(=C(C=C1)NC(=O)N(C1CCCCC1)C=1N(N=C2C=CC=CC12)C1=CC=C(C=C1)Cl)C)=O (4-{3-[2-(4-chloro-phenyl)-2H-indazol-3-yl]-3-cyclohexyl-ureido}-3-methyl-benzoic acid methyl ester), [OH-].[Li+] (lithium hydroxide). Run in C(C)(C)OC(=O)C.[Cl-].[Na+].O (iPrOAc brine). Yields the product ClC1=CC=C(C=C1)N1N=C2C=CC=CC2=C1N(C(NC1=C(C=C(C(=O)O)C=C1)C)=O)C1CCCCC1 (4-{3-[2-(4-Chloro-phenyl)-2H-indazol-3-yl]-3-cyclohexyl-ureido}-3-methyl-benzoic acid). Reaction SMILES: C[O:2][C:3](=[O:37])[C:4]1[CH:9]=[CH:8][C:7]([NH:10][C:11]([N:13]([C:20]2[N:21]([C:29]3[CH:34]=[CH:33][C:32]([Cl:35])=[CH:31][CH:30]=3)[N:22]=[C:23]3[C:28]=2[CH:27]=[CH:26][CH:25]=[CH:24]3)[CH:14]2[CH2:19][CH2:18][CH2:17][CH2:16][CH2:15]2)=[O:12])=[C:6]([CH3:36])[CH:5]=1.[OH-].[Li+]>C(OC(C)=O)(C)C.[Cl-].[Na+].O>[Cl:35][C:32]1[CH:33]=[CH:34][C:29]([N:21]2[C:20]([N:13]([CH:14]3[CH2:19][CH2:18][CH2:17][CH2:16][CH2:15]3)[C:11](=[O:12])[NH:10][C:7]3[CH:8]=[CH:9][C:4]([C:3]([OH:37])=[O:2])=[CH:5][C:6]=3[CH3:36])=[C:28]3[C:23]([CH:24]=[CH:25][CH:26]=[CH:27]3)=[N:22]2)=[CH:30][CH:31]=1 |f:1.2,3.4.5.6|. Procedure: In analogy to the procedure described in example 2.2, 4-{3-[2-(4-chloro-phenyl)-2H-indazol-3-yl]-3-cyclohexyl-ureido}-3-methyl-benzoic acid methyl ester was treated with 1 N aqueous lithium hydroxide solution in THF/MeOH 1/1 for 14 h at ambient temperature to give the title compound as yellow solid. MS: m/e=503.0 [M+H+]. The reactants are CCN(CC)c1ccc2ccc(=O)oc2c1, CN(C)C=O, O, O=P(Cl)(Cl)Cl. The product is CCN(CC)c1ccc2cc(C=O)c(=O)oc2c1. As a reaction SMILES: [CH2:6]([CH3:7])[N:8]([c:9]1[cH:10][cH:11][c:12]2[cH:13][cH:14][c:15](=[O:19])[o:16][c:17]2[cH:18]1)[CH2:20][CH3:21].[CH3:23][N:24]([CH:25]=[O:26])[CH3:27].[OH2:22].[P:1]([Cl:2])([Cl:3])([Cl:4])=[O:5]>>[CH2:6]([CH3:7])[N:8]([c:9]1[cH:10][cH:11][c:12]2[cH:13][c:14]([CH:25]=[O:26])[c:15](=[O:19])[o:16][c:17]2[cH:18]1)[CH2:20][CH3:21]. The reactants are C1CCOC1, CC(C)C[AlH]CC(C)C, CON(C)C(=O)c1ccc2cc(Br)ccc2c1, Cl. Product: O=Cc1ccc2cc(Br)ccc2c1. RXN SMILES: [CH2:28]1[O:29][CH2:30][CH2:31][CH2:32]1.[CH3:18][CH:19]([CH2:20][AlH:21][CH2:22][CH:23]([CH3:24])[CH3:25])[CH3:26].[CH3:1][O:2][N:3]([C:4](=[O:5])[c:6]1[cH:7][c:8]2[cH:9][cH:10][c:11]([Br:16])[cH:12][c:13]2[cH:14][cH:15]1)[CH3:17].[ClH:27]>>[CH:4](=[O:5])[c:6]1[cH:7][c:8]2[cH:9][cH:10][c:11]([Br:16])[cH:12][c:13]2[cH:14][cH:15]1.